Dataset: the Open Reaction Database (ORD), a public repository of structured organic reaction records. Task: describe an organic reaction: reactants, conditions, products, and yield Reactants: C(C)(C)(C)OC(=O)N1C(C=2N=CN=C(C2CC1)OC=1C=C2C=CN(C2=CC1)C(NC1=CC(=CC=C1)C(F)(F)F)=O)C (8-methyl-4-[1-(3-trifluoromethyl-phenylcarbamoyl)-1H-indol-5-yloxy]-5,8-dihydro-6H-pyrido[3,4-d]pyrimidine-7-carboxylic acid tert-butyl ester), C(=O)(C(F)(F)F)O (TFA). Solvent: C(Cl)Cl (DCM). Product: FC(C=1C=C(C=CC1)NC(=O)N1C=CC2=CC(=CC=C12)OC=1C2=C(N=CN1)C(NCC2)C)(F)F ((±)-5-(8-Methyl-5,6,7,8-tetrahydro-pyrido[3,4-d]pyrimidin-4-yloxy)-indole-1-carboxylic acid (3-trifluoromethyl-phenyl)-amide). Reaction SMILES: C(OC([N:8]1[CH2:17][CH2:16][C:15]2[C:14]([O:18][C:19]3[CH:20]=[C:21]4[C:25](=[CH:26][CH:27]=3)[N:24]([C:28](=[O:40])[NH:29][C:30]3[CH:35]=[CH:34][CH:33]=[C:32]([C:36]([F:39])([F:38])[F:37])[CH:31]=3)[CH:23]=[CH:22]4)=[N:13][CH:12]=[N:11][C:10]=2[CH:9]1[CH3:41])=O)(C)(C)C.C(O)(C(F)(F)F)=O>C(Cl)Cl>[F:39][C:36]([F:37])([F:38])[C:32]1[CH:31]=[C:30]([NH:29][C:28]([N:24]2[C:25]3[C:21](=[CH:20][C:19]([O:18][C:14]4[C:15]5[CH2:16][CH2:17][NH:8][CH:9]([CH3:41])[C:10]=5[N:11]=[CH:12][N:13]=4)=[CH:27][CH:26]=3)[CH:22]=[CH:23]2)=[O:40])[CH:35]=[CH:34][CH:33]=1. Procedure details: A solution od 8-methyl-4-[1-(3-trifluoromethyl-phenylcarbamoyl)-1H-indol-5-yloxy]-5,8-dihydro-6H-pyrido[3,4-d]pyrimidine-7-carboxylic acid tert-butyl ester (217 mg, 0.38 mmol), DCM (5 mL), and TFA (5 mL) is stirred at rt for 2 h. At that point the solution is concentrated in vacuo and the residue is separated via semi-prep HPLC (C18; 10-100% I/H2O with 0.1% NH4OH) to give the title compound. MS (ESI) m/z 468.1 (M+1); 1H NMR (400 MHz, DMSO-d6) δ ppm 10.39 (s, 1 H), 8.51 (s, 1 H), 8.28 (d, J=9.1 H... The reactants are Cc1ccc(S(=O)(=O)Cl)nc1, Cc1ccc(N)cc1. The product is Cc1ccc(NS(=O)(=O)c2ccc(C)cn2)cc1. Reaction SMILES: [CH3:9][c:10]1[cH:11][cH:12][c:13]([S:16](=[O:17])(=[O:18])[Cl:19])[n:14][cH:15]1.[c:1]1([CH3:8])[cH:2][cH:3][c:4]([NH2:7])[cH:5][cH:6]1>>[c:1]1([CH3:8])[cH:2][cH:3][c:4]([NH:7][S:16]([c:13]2[cH:12][cH:11][c:10]([CH3:9])[cH:15][n:14]2)(=[O:17])=[O:18])[cH:5][cH:6]1. The reactants are Fc1ccc(CCBr)cc1, COC(=O)C=Cc1ccc2c(c1)C(=O)CC1(CCN(C(=O)OC(C)(C)C)CC1)O2, CC(C)=O, [K+], [K+], O=C([O-])[O-]. The product is COC(=O)C=Cc1ccc2c(c1)C(=O)CC1(CCN(CCc3ccc(F)cc3)CC1)O2. RXN SMILES: [Br:7][CH2:8][CH2:9][c:10]1[cH:11][cH:12][c:13]([F:16])[cH:14][cH:15]1.[CH3:17][O:18][C:19]([CH:20]=[CH:21][c:22]1[cH:23][c:24]2[c:29]([cH:30][cH:31]1)[O:28][C:27]1([CH2:26][C:25]2=[O:44])[CH2:32][CH2:33][N:34]([C:37]([O:38][C:39]([CH3:40])([CH3:41])[CH3:42])=[O:43])[CH2:35][CH2:36]1)=[O:45].[CH3:46][C:47](=[O:48])[CH3:49].[K+:1].[K+:2].[O-:3][C:4]([O-:5])=[O:6]>>[CH2:8]([CH2:9][c:10]1[cH:11][cH:12][c:13]([F:16])[cH:14][cH:15]1)[N:34]1[CH2:33][CH2:32][C:27]2([CH2:26][C:25](=[O:44])[c:24]3[cH:23][c:22]([CH:21]=[CH:20][C:19]([O:18][CH3:17])=[O:45])[cH:31][cH:30][c:29]3[O:28]2)[CH2:36][CH2:35]1. The reactants are ClC=1C(=C2C=NNC2=CC1)[N+](=O)[O-] (5-chloro-4-nitro-1H-indazole). The reagents and catalysts are [Pd] (palladium on carbon). Run at time 45 minute. Yields the product ClC=1C(=C2C=NNC2=CC1)N (5-Chloro-1H-indazol-4-ylamine). As a reaction SMILES: [Cl:1][C:2]1[C:3]([N+:11]([O-])=O)=[C:4]2[C:8](=[CH:9][CH:10]=1)[NH:7][N:6]=[CH:5]2>[Pd]>[Cl:1][C:2]1[C:3]([NH2:11])=[C:4]2[C:8](=[CH:9][CH:10]=1)[NH:7][N:6]=[CH:5]2. Procedure: A solution that consists of 5-chloro-4-nitro-1H-indazole (872 mg, 4.41 mmol) is mixed with 150 mg of palladium on carbon (10%) and stirred under hydrogen atmosphere at room temperature. After 45 minutes, the catalyst is suctioned off on one frit and washed with methanol. The filtrate is concentrated by evaporation, and the residue is taken up in 200 ml of ethyl acetate and heated. After renewed suctioning-off and concentration by evaporation of the filtrate, the purification on silica gel is car...